The task is: describe an organic reaction: reactants, conditions, products, and yield. This data is from the Open Reaction Database (ORD), a public repository of structured organic reaction records. As a reaction SMILES: [CH3:1][O:2][C:3]1[CH:30]=[CH:29][C:6]([CH2:7][NH:8][CH2:9][CH2:10][NH:11][C:12]([C:14]2[S:15][CH:16]=[CH:17][C:18]=2[NH:19][C:20]2[CH:25]=[CH:24][N:23]=[C:22]3[NH:26][CH:27]=[CH:28][C:21]=23)=[O:13])=[CH:5][CH:4]=1.[Cl:31]C1C=C(C=CC=1OC)C=O>>[Cl:31][C:30]1[CH:29]=[C:6]([CH:5]=[CH:4][C:3]=1[O:2][CH3:1])[CH2:7][NH:8][CH2:9][CH2:10][NH:11][C:12]([C:14]1[S:15][CH:16]=[CH:17][C:18]=1[NH:19][C:20]1[CH:25]=[CH:24][N:23]=[C:22]2[NH:26][CH:27]=[CH:28][C:21]=12)=[O:13]. Product: ClC=1C=C(CNCCNC(=O)C=2SC=CC2NC2=C3C(=NC=C2)NC=C3)C=CC1OC (3-(1H-Pyrrolo[2,3-b]pyridin-4-ylamino)-thiophene-2-carboxylic acid [2-(3-chloro-4-methoxy-benzylamino)-ethyl]-amide). Procedure: This compound was prepared in an analogous manner as 3-(1H-Pyrrolo[2,3-b]pyridin-4-ylamino)-thiophene-2-carboxylic acid [2-(4-methoxy-benzylamino)-ethyl]amide using 3-chloro-4-methoxybenzaldehyde instead of 4-methoxy benzaldehyde. LCMS (ESI) 456 (M+H) 1H NMR (400 MHz, DMSO-d6) δ ppm 11.52 (1H, br. s.) 10.28 (1H, s) 7.98-8.07 (2H, m) 7.77 (1H, d, J=5.42 Hz) 7.46 (1H, d, J=5.42 Hz) 7.36 (1H, d, J=2.15 Hz) 7.30 (1H, dd, J=3.51, 2.39 Hz) 7.20 (1H, dd, J=8.42, 2.12 Hz) 7.00 (1H, d, J=8.44 Hz) 6.80 (1... The reactants are COC1=CC=C(CNCCNC(=O)C=2SC=CC2NC2=C3C(=NC=C2)NC=C3)C=C1 (3-(1H-Pyrrolo[2,3-b]pyridin-4-ylamino)-thiophene-2-carboxylic acid [2-(4-methoxy-benzylamino)-ethyl]amide), ClC=1C=C(C=O)C=CC1OC (3-chloro-4-methoxybenzaldehyde). Isolated yield 91.6%. Conditions: temperature 0 celsius, time 2 hour. The product is OC(C1=CC=CC=C1)C1=CC(=C(C=C1)N)N (4-(1-Hydroxy-1-phenylmethyl)-1,2-diaminobenzene). The solvent is CO (MeOH), CO (MeOH). As a reaction SMILES: [NH2:1][C:2]1[CH:3]=[C:4]([CH:13]=[CH:14][C:15]=1[NH2:16])[C:5]([C:7]1[CH:12]=[CH:11][CH:10]=[CH:9][CH:8]=1)=[O:6].[BH4-].[Na+]>CO>[OH:6][CH:5]([C:4]1[CH:13]=[CH:14][C:15]([NH2:16])=[C:2]([NH2:1])[CH:3]=1)[C:7]1[CH:8]=[CH:9][CH:10]=[CH:11][CH:12]=1 |f:1.2|. Reported procedure: 3,4-Diaminobenzophenone (5.79 g, 27 mmol) was dissolved in MeOH (80 mL) and cooled to 0° C. A solution of NaBH4 (4.12 g, 109 mmol) in MeOH (30 mL) was added dropwise over 10 min. The mixture was stirred for 2 hours and concentrated to dryness. The residue was dissolved in EtOAc and washed with NaHCO3 (3×50 mL). The organic layer was dried over Na2SO4, filtered and concentrated to afford the title compound (5.3 g, 90%): 1HNMR (400 MHz, CDCl3) δ 5.6-5.65 (1H, s), 6.6-6.7 (3H, m), 7.2-7.45 (5H, m). Reactants: NC=1C=C(C(=O)C2=CC=CC=C2)C=CC1N (3,4-Diaminobenzophenone), [BH4-].[Na+] (NaBH4).